This data is from the Open Reaction Database (ORD), a public repository of structured organic reaction records. The task is: describe an organic reaction: reactants, conditions, products, and yield The reactants are CCOC(=O)c1c(C(=O)c2ccc(OCCCCc3ccccc3)c(NC(=O)c3ccccc3)c2[N+](=O)[O-])nnn1Cc1ccc(OC)cc1, CCO, CCOC(C)=O. Yields the product CCOC(=O)c1c(C(=O)c2ccc(OCCCCc3ccccc3)c(NC(=O)c3ccccc3)c2N)nnn1Cc1ccc(OC)cc1. As a reaction SMILES: [CH3:1][O:2][c:3]1[cH:4][cH:5][c:6]([CH2:7][n:8]2[n:9][n:10][c:11]([C:18]([c:19]3[c:20]([N+:45]([O-:46])=[O:47])[c:21]([NH:36][C:37]([c:38]4[cH:39][cH:40][cH:41][cH:42][cH:43]4)=[O:44])[c:22]([O:25][CH2:26][CH2:27][CH2:28][CH2:29][c:30]4[cH:31][cH:32][cH:33][cH:34][cH:35]4)[cH:23][cH:24]3)=[O:48])[c:12]2[C:13](=[O:14])[O:15][CH2:16][CH3:17])[cH:49][cH:50]1.[CH3:51][CH2:52][OH:53].[CH3:54][CH2:55][O:56][C:57](=[O:58])[CH3:59]>>[CH3:1][O:2][c:3]1[cH:4][cH:5][c:6]([CH2:7][n:8]2[n:9][n:10][c:11]([C:18]([c:19]3[c:20]([NH2:45])[c:21]([NH:36][C:37]([c:38]4[cH:39][cH:40][cH:41][cH:42][cH:43]4)=[O:44])[c:22]([O:25][CH2:26][CH2:27][CH2:28][CH2:29][c:30]4[cH:31][cH:32][cH:33][cH:34][cH:35]4)[cH:23][cH:24]3)=[O:48])[c:12]2[C:13](=[O:14])[O:15][CH2:16][CH3:17])[cH:49][cH:50]1.